From a dataset of the Open Reaction Database (ORD), a public repository of structured organic reaction records. describe an organic reaction: reactants, conditions, products, and yield The reactants are CC(C)(C)OC(=O)N1CCN(CCC(=O)NC2CCN(S(=O)(=O)c3cccc4cncc(Cl)c34)C2)CC1, CC(C)(C)OC(=O)N1CCN(CCC(=O)O)CC1, COCC(=O)O, Cl. The product is O=C(CCN1CCNCC1)NC1CCN(S(=O)(=O)c2cccc3cncc(Cl)c23)C1. Reaction SMILES: [C:1]([O:2][C:3](=[O:4])[N:8]1[CH2:9][CH2:10][N:11]([CH2:14][CH2:15][C:16](=[O:17])[NH:18][CH:19]2[CH2:20][N:21]([S:24](=[O:25])(=[O:26])[c:27]3[c:28]4[c:29]([Cl:37])[cH:30][n:31][cH:32][c:33]4[cH:34][cH:35][cH:36]3)[CH2:22][CH2:23]2)[CH2:12][CH2:13]1)([CH3:5])([CH3:6])[CH3:7].[C:39]([O:40][C:41]([N:42]1[CH2:43][CH2:44][N:45]([CH2:46][CH2:47][C:48]([OH:49])=[O:50])[CH2:51][CH2:52]1)=[O:53])([CH3:54])([CH3:55])[CH3:56].[CH3:57][O:58][CH2:59][C:60]([OH:61])=[O:62].[ClH:38]>>[NH:8]1[CH2:9][CH2:10][N:11]([CH2:14][CH2:15][C:16](=[O:17])[NH:18][CH:19]2[CH2:20][N:21]([S:24](=[O:25])(=[O:26])[c:27]3[c:28]4[c:29]([Cl:37])[cH:30][n:31][cH:32][c:33]4[cH:34][cH:35][cH:36]3)[CH2:22][CH2:23]2)[CH2:12][CH2:13]1. The reactants are BrC1=CC=C(C=C1)C(CC(=O)C1=CC(=NC=C1)Cl)C1=CC=CC=C1 (3-(4-bromo-phenyl)-1-(2-chloro-pyridin-4-yl)-3-phenyl-propan-1-one), Cl.NO (hydroxylamine hydrochloride), C(=O)(O)[O-].[Na+] (NaHCO3). Product: BrC1=CC=C(C=C1)C(CC(=NO)C1=CC(=NC=C1)Cl)C1=CC=CC=C1 (3-(4-bromo-phenyl)-1-(2-chloro-pyridin-4-yl)-3-phenyl-propan-1-one oxime). As a reaction SMILES: [Br:1][C:2]1[CH:7]=[CH:6][C:5]([CH:8]([C:19]2[CH:24]=[CH:23][CH:22]=[CH:21][CH:20]=2)[CH2:9][C:10]([C:12]2[CH:17]=[CH:16][N:15]=[C:14]([Cl:18])[CH:13]=2)=O)=[CH:4][CH:3]=1.Cl.[NH2:26][OH:27].C([O-])(O)=O.[Na+]>>[Br:1][C:2]1[CH:7]=[CH:6][C:5]([CH:8]([C:19]2[CH:24]=[CH:23][CH:22]=[CH:21][CH:20]=2)[CH2:9][C:10]([C:12]2[CH:17]=[CH:16][N:15]=[C:14]([Cl:18])[CH:13]=2)=[N:26][OH:27])=[CH:4][CH:3]=1 |f:1.2,3.4|. Procedure: In analogy to example 1, step 2, from 3-(4-bromo-phenyl)-1-(2-chloro-pyridin-4-yl)-3-phenyl-propan-1-one and hydroxylamine hydrochloride in the presence of NaHCO3 was prepared the title compound as a mixture of E and Z isomers (2.6:1) as a colorless oil, MS (ESI−): m/z=413.0 ([M−H]−, 1Br,1Cl). Reactants: N#Cc1ccc2[nH]c(C3CC3)cc2c1C(F)(F)F, FC(F)(F)c1cccc(-c2nc(CCl)no2)c1. Yields the product N#Cc1ccc2c(cc(C3CC3)n2Cc2noc(-c3cccc(C(F)(F)F)c3)n2)c1C(F)(F)F. As a reaction SMILES: [CH:1]1([c:4]2[nH:5][c:6]3[cH:7][cH:8][c:9]([C:17]#[N:18])[c:10]([C:13]([F:14])([F:15])[F:16])[c:11]3[cH:12]2)[CH2:2][CH2:3]1.[F:19][C:20]([c:21]1[cH:22][c:23](-[c:27]2[n:28][c:29]([CH2:32][Cl:33])[n:30][o:31]2)[cH:24][cH:25][cH:26]1)([F:34])[F:35]>>[CH:1]1([c:4]2[n:5]([CH2:32][c:29]3[n:28][c:27](-[c:23]4[cH:22][c:21]([C:20]([F:19])([F:34])[F:35])[cH:26][cH:25][cH:24]4)[o:31][n:30]3)[c:6]3[cH:7][cH:8][c:9]([C:17]#[N:18])[c:10]([C:13]([F:14])([F:15])[F:16])[c:11]3[cH:12]2)[CH2:2][CH2:3]1.